From a dataset of the Open Reaction Database (ORD), a public repository of structured organic reaction records. describe an organic reaction: reactants, conditions, products, and yield Yields the product C(C)OC(C(C)=C1CCN(CC1)C(=O)OC(C)(C)C)=O (tert-butyl 4-(1-ethoxy-1-oxopropan-2-ylidene)piperidine-1-carboxylate). As a reaction SMILES: [H-].[Na+].C(OP([CH:11]([CH3:17])[C:12]([O:14][CH2:15][CH3:16])=[O:13])(OCC)=O)C.O=[C:19]1[CH2:24][CH2:23][N:22]([C:25]([O:27][C:28]([CH3:31])([CH3:30])[CH3:29])=[O:26])[CH2:21][CH2:20]1>C1COCC1>[CH2:15]([O:14][C:12](=[O:13])[C:11](=[C:19]1[CH2:24][CH2:23][N:22]([C:25]([O:27][C:28]([CH3:31])([CH3:30])[CH3:29])=[O:26])[CH2:21][CH2:20]1)[CH3:17])[CH3:16] |f:0.1|. The reactants are C(C)OP(=O)(OCC)C(C(=O)OCC)C (ethyl 2-(diethoxyphosphoryl)propanoate), O=C1CCN(CC1)C(=O)OC(C)(C)C (tert-butyl 4-oxopiperidine-1-carboxylate), [H-].[Na+] (sodium hydride). Reaction conditions: time 30 minute. Reported procedure: A 100-mL 3-neck round-bottom flask was charged with anhydrous THF (20 mL) and 60% dispersion sodium hydride (0.574 g, 14.35 mmol) and placed under nitrogen atmosphere. At ambient temperature, ethyl 2-(diethoxyphosphoryl)propanoate (3.42 g, 14.35 mmol) was added to the suspension via syringe over a period of 5 min and the mixture stirred for 30 min. The resulting clear mixture was treated with a solution of tert-butyl 4-oxopiperidine-1-carboxylate (2.2 g, 11.04 mmol) in anhydrous THF (5 mL) and t... Run in C1CCOC1 (THF), C1CCOC1 (THF).